This data is from the Open Reaction Database (ORD), a public repository of structured organic reaction records. The task is: describe an organic reaction: reactants, conditions, products, and yield Starting materials: BrC=1C(C2=CC(=CC=C2C1C1=CC(=CC(=C1)F)F)OCCN1CCN(CC1)S(=O)(=O)C)=O (2-Bromo-3-(3,5-difluorophenyl)-6-(2-(4-(methylsulfonyl)piperazin-1-yl)ethoxy)-1H-inden-1-one), O1CCN(CC1)CCOC1=CC=C2C(=C(C(C2=C1)=O)Br)C1=CC=CC=C1 (6-(2-morpholinoethoxy)-2-bromo-3-phenyl-1H-inden-1-one), FC(C1=CC=C(C=C1)B(O)O)(F)F (4-(trifluoromethyl)phenylboronic acid). Yields the product FC=1C=C(C=C(C1)F)C1=C(C(C2=CC(=CC=C12)OCCN1CCN(CC1)S(=O)(=O)C)=O)C1=CC=C(C=C1)C(F)(F)F (3-(3,5-Difluorophenyl)-6-(2-(4-(methylsulfonyl)piperazin-1-yl)ethoxy)-2-(4-(trifluoromethyl)phenyl)-1H-inden-1-one). The yield is 69.0%. RXN SMILES: Br[C:2]1[C:3](=[O:32])[C:4]2[C:9]([C:10]=1[C:11]1[CH:16]=[C:15]([F:17])[CH:14]=[C:13]([F:18])[CH:12]=1)=[CH:8][CH:7]=[C:6]([O:19][CH2:20][CH2:21][N:22]1[CH2:27][CH2:26][N:25]([S:28]([CH3:31])(=[O:30])=[O:29])[CH2:24][CH2:23]1)[CH:5]=2.O1CCN(CCOC2C=C3C(C(C4C=CC=CC=4)=C(Br)C3=O)=CC=2)CC1.[F:59][C:60]([F:71])([F:70])[C:61]1[CH:66]=[CH:65][C:64](B(O)O)=[CH:63][CH:62]=1>>[F:17][C:15]1[CH:16]=[C:11]([C:10]2[C:9]3[C:4](=[CH:5][C:6]([O:19][CH2:20][CH2:21][N:22]4[CH2:27][CH2:26][N:25]([S:28]([CH3:31])(=[O:30])=[O:29])[CH2:24][CH2:23]4)=[CH:7][CH:8]=3)[C:3](=[O:32])[C:2]=2[C:64]2[CH:65]=[CH:66][C:61]([C:60]([F:71])([F:70])[F:59])=[CH:62][CH:63]=2)[CH:12]=[C:13]([F:18])[CH:14]=1. Procedure details: The procedure of Step 7 of Example 1 was repeated except for using 2-bromo-3-(3,5-difluorophenyl)-6-(2-(4-(methylsulfonyl)piperazin-1-yl)ethoxy)-1H-inden-1-one obtained in Step 1 as a starting material instead of 6-(2-morpholinoethoxy)-2-bromo-3-phenyl-1H-inden-1-one, and 4-(trifluoromethyl)phenylboronic acid instead of 3-pyridinylboronic acid, and being purified by prep HPLC (CH3CN/H2O=7:3) to obtain the title compound (69%). The reactants are C(C)(C)N=C=O (isopropyl isocyanate), NC1=C(C=C(C=C1)[N+](=O)[O-])O (2-amino-5-nitrophenol). The solvent is C1(=CC=CC=C1)C (toluene). Reaction conditions: temperature 80 celsius, time 24 hour. The product is C(C)(C)NC(=O)NC1=C(C=C(C=C1)[N+](=O)[O-])O (N-Isopropyl-N'-(2-hydroxy-4-nitrophenyl)urea). RXN SMILES: [CH:1]([N:4]=[C:5]=[O:6])([CH3:3])[CH3:2].[NH2:7][C:8]1[CH:13]=[CH:12][C:11]([N+:14]([O-:16])=[O:15])=[CH:10][C:9]=1[OH:17]>C1(C)C=CC=CC=1>[CH:1]([NH:4][C:5]([NH:7][C:8]1[CH:13]=[CH:12][C:11]([N+:14]([O-:16])=[O:15])=[CH:10][C:9]=1[OH:17])=[O:6])([CH3:3])[CH3:2]. Procedure: To a solution of isopropyl isocyanate (221 mg, 2.6 mmol) in toluene, 2-amino-5-nitrophenol (400 mg, 2.6 mmol) was added. The reaction mixture was stirred at 80° C. for 24 hours, then cooled to room temperature. The product was purified by precipitation from toluene and filtering (570 mg, 92%). m.p: 159.8-161.4° C.; EI-MS m/z 240 (M+H)+. Reported procedure: A mixture of compound 10 from Step 1 (200 mg, 0.27 mmol) and aq ammonia (25% w/w, 3 ml) in dioxane (3 ml) was stirred in a sealed tube at 120° C. for 10 h. After cooling the volatiles were evaporated and crude product was purified by chromatography on silica (CHCl3→CHCl3MeOH, 8:2) and then re-purified by reverse phase chromatography (0→100% MeOH in water) to afford title compound 6 as white solid (76 mg, 69%). Compound was recrystallized from MeOH/MeCN. Mp 207° C. [α]20D −39.0 (c 0.274, MeOH). 1... The yield is 69.0%. The solvent is O1CCOCC1 (dioxane). RXN SMILES: Cl[C:2]1[C:3]2[C:10]([I:11])=[CH:9][N:8]([C@@H:12]3[O:34][C@H:33]([CH2:35][O:36]C(=O)C4C=CC=CC=4)[C@@H:23]([O:24]C(=O)C4C=CC=CC=4)[C@@:13]3([CH3:45])[O:14]C(=O)C3C=CC=CC=3)[C:4]=2[N:5]=[CH:6][N:7]=1.[NH3:46]>O1CCOCC1>[NH2:46][C:2]1[C:3]2[C:10]([I:11])=[CH:9][N:8]([C@@H:12]3[O:34][C@H:33]([CH2:35][OH:36])[C@@H:23]([OH:24])[C@@:13]3([CH3:45])[OH:14])[C:4]=2[N:5]=[CH:6][N:7]=1. Reaction conditions: temperature 120 celsius, time 10 hour. The reactants are ClC=1C2=C(N=CN1)N(C=C2I)[C@H]2[C@](OC(C1=CC=CC=C1)=O)([C@H](OC(C1=CC=CC=C1)=O)[C@H](O2)COC(C2=CC=CC=C2)=O)C (4-Chloro-5-iodo-7-(2-C-methyl-2,3,5-tri-O-benzoyl-β-D-ribofuranosyl)-7H-pyrrolo[2,3-d]pyrimidine), N (ammonia). Product: NC=1C2=C(N=CN1)N(C=C2I)[C@H]2[C@](O)([C@H](O)[C@H](O2)CO)C (4-Amino-5-iodo-7-(2-C-methyl-β-D-ribofuranosyl)-7H-pyrrolo[2,3-d]pyrimidine). The reactants are C(=O)(OCC1=CC=CC=C1)N[C@@H](C)C(=O)O (carbobenzoxy-alanine), N[C@@H](CCC(N)=O)C(=O)O (glutamine), [OH-].[Na+] (sodium hydroxide), C1(=CC=CC=C1)P(C1=CC=CC=C1)C1=CC=CC=C1 (triphenylphosphine), ClC(C(Cl)(Cl)Cl)(Cl)Cl (hexachloroethane), Cl (hydrochloric acid). The solvent is C1(=CC=CC=C1)C (toluene), O (water). Reaction conditions: time 3 hour. The product is N[C@@H](C)C(=O)N[C@@H](CCC(N)=O)C(=O)O (L-Ala-L-Gln). Isolated yield 48.0%. RXN SMILES: C([NH:11][C@H:12]([C:14](O)=[O:15])[CH3:13])(OCC1C=CC=CC=1)=O.C1(P(C2C=CC=CC=2)C2C=CC=CC=2)C=CC=CC=1.ClC(Cl)(Cl)C(Cl)(Cl)Cl.[NH2:44][C@H:45]([C:51]([OH:53])=[O:52])[CH2:46][CH2:47][C:48](=[O:50])[NH2:49].[OH-].[Na+].Cl>O.C1(C)C=CC=CC=1>[NH2:11][C@H:12]([C:14]([NH:44][C@H:45]([C:51]([OH:53])=[O:52])[CH2:46][CH2:47][C:48](=[O:50])[NH2:49])=[O:15])[CH3:13] |f:4.5|. Procedure: In a round bottom flask, add in 10 mmol each of carbobenzoxy-alanine (Z-Ala), triphenylphosphine and hexachloroethane respectively, and then 30 ml of toluene. After reacting at 0° C. for 3 h., drop it into a liquid mixture containing 25 mmol of glutamine and 20 ml of water. While reacting, regulate pH to 12 with sodium hydroxide, the reaction temperature is 15° C., the reaction time after dropping is 1.5 hours. And then acidify it to pH=2.5 with dilute hydrochloric acid. The aqueous phase, after... Starting materials: N1C=NC=C1 (Imidazole), ClC1=NC=CC(=N1)OCCO (2-[(2-chloropyrimidin-4-yl)oxy]ethanol), [Si](C)(C)(C(C)(C)C)Cl (tert-Butyldimethylsilyl chloride). The solvent is ClCCl (dichloromethane). Conditions: time 2 hour. Yields the product [Si](C)(C)(C(C)(C)C)OCCOC1=NC(=NC=C1)Cl (4-(2-{[tert-butyl(dimethyl)silyl]oxy}ethoxy)-2-chloropyrimidine). Yield: 98.7%. As a reaction SMILES: N1C=CN=C1.[Cl:6][C:7]1[N:12]=[C:11]([O:13][CH2:14][CH2:15][OH:16])[CH:10]=[CH:9][N:8]=1.[Si:17](Cl)([C:20]([CH3:23])([CH3:22])[CH3:21])([CH3:19])[CH3:18]>ClCCl>[Si:17]([O:16][CH2:15][CH2:14][O:13][C:11]1[CH:10]=[CH:9][N:8]=[C:7]([Cl:6])[N:12]=1)([C:20]([CH3:23])([CH3:22])[CH3:21])([CH3:19])[CH3:18]. Procedure: Imidazole (389 mg, 5.72 mmol) was added to a suspension of 2-[(2-chloropyrimidin-4-yl)oxy]ethanol (416 mg, 2.38 mmol) in dichloromethane (9.5 mL) at 0° C. tert-Butyldimethylsilyl chloride (424 mg, 2.81 mmol) was added and the reaction mixture stirred at room temperature for 2 h. The reaction was quenched with water and the organic layer separated. The organic layer was dried over sodium sulfate, filtered, and concentrated to give 4-(2-{[tert-butyl(dimethyl)silyl]oxy}ethoxy)-2-chloropyrimidine (6...